The task is: describe an organic reaction: reactants, conditions, products, and yield. This data is from the Open Reaction Database (ORD), a public repository of structured organic reaction records. The reactants are ClC(=C[C@H]1C([C@H]1C(=O)Cl)(C)C)C(F)(F)F (cis-3-(2-chloro-3,3,3-trifluoro-1-propenyl)-2,2-dimethylcyclopropanecarbonyl chloride), ClC(=C[C@H]1C([C@H]1C(=O)OC)(C)C)C(F)(F)F (methyl cis-3-(2-chloro-3,3,3-trifluoro-1-propenyl)-2,2-dimethylcyclopropanecarboxylate), CC1=C(C=CC=C1C1=NC=CC=C1)CO (2-methyl-3-(2-pyridyl)phenylmethanol), N1=CC=CC=C1 (pyridine). Run in C1(=CC=CC=C1)C (toluene). Product: ClC(=C[C@H]1C([C@H]1C(=O)OCC1=C(C(=CC=C1)C1=NC=CC=C1)C)(C)C)C(F)(F)F ([2-methyl-3-(pyridin-2-yl)phenyl]methyl cis-3-(2-chloro-3,3,3-trifluoro-1-propenyl)-2,2-dimethylcyclopropanecarboxylate). As a reaction SMILES: [Cl:1][C:2]([C:12]([F:15])([F:14])[F:13])=[CH:3][C@@H:4]1[C@H:6]([C:7](Cl)=[O:8])[C:5]1([CH3:11])[CH3:10].[CH3:16][C:17]1[C:22]([C:23]2[CH:28]=[CH:27][CH:26]=[CH:25][N:24]=2)=[CH:21][CH:20]=[CH:19][C:18]=1[CH2:29][OH:30].N1C=CC=CC=1.ClC(C(F)(F)F)=C[C@@H]1[C@H](C(OC)=O)C1(C)C>C1(C)C=CC=CC=1>[Cl:1][C:2]([C:12]([F:15])([F:14])[F:13])=[CH:3][C@@H:4]1[C@H:6]([C:7]([O:30][CH2:29][C:18]2[CH:19]=[CH:20][CH:21]=[C:22]([C:23]3[CH:28]=[CH:27][CH:26]=[CH:25][N:24]=3)[C:17]=2[CH3:16])=[O:8])[C:5]1([CH3:11])[CH3:10]. Procedure details: This reaction was conducted in the manner of Example 3, Step 2 using 0.58 g (0.002 mol) of cis-3-(2-chloro-3,3,3-trifluoro-1-propenyl)-2,2-dimethylcyclopropanecarbonyl chloride, 0.44 g (0.002 mol) of 2-methyl-3-(2-pyridyl)phenylmethanol, and 0.18 mL (0.002 mol) of pyridine in 30 mL of toluene. The yield of [2-methyl-3-pyridin-2-yl)phenyl]methyl cis-3-(2-chloro-3,3,3-trifluoro-1-propenyl)-2,2-dimethylcyclopropanecarboxylate was 0.8 g, b.p. 170° C./0.05 mm. The reactants are C(C)NC(=O)NC=1SC2=C(N1)C=C(C=C2C2=NC=CC=C2)C=2C=NC=CC2 (1-Ethyl-3-(5-pyridin-3-yl-7-pyridin-2-yl-benzothiazol-2-yl)-urea). The solvent is CN(C)C=O (DMF), CN(C)C=O (DMF). Product: N1=CC(=CC=C1)C=1C=C(C2=C(N=C(S2)N)C1)C1=NC=CC=C1 (5-Pyridin-3-yl-7-pyridin-2-yl-benzothiazol-2-ylamine). Reaction SMILES: C(NC([NH:6][C:7]1[S:8][C:9]2[C:15]([C:16]3[CH:21]=[CH:20][CH:19]=[CH:18][N:17]=3)=[CH:14][C:13]([C:22]3[CH:23]=[N:24][CH:25]=[CH:26][CH:27]=3)=[CH:12][C:10]=2[N:11]=1)=O)C>CN(C=O)C>[N:24]1[CH:25]=[CH:26][CH:27]=[C:22]([C:13]2[CH:14]=[C:15]([C:16]3[CH:21]=[CH:20][CH:19]=[CH:18][N:17]=3)[C:9]3[S:8][C:7]([NH2:6])=[N:11][C:10]=3[CH:12]=2)[CH:23]=1. Procedure: 1-Ethyl-3-(5-pyridin-3-yl-7-pyridin-2-yl-benzothiazol-2-yl)-urea (0.19 g, 0.53 mmol) in DMF (10 mL), was heated at 120° C. for 10 h in pressure vessel. After the completion of the reaction (TLC monitoring), DMF was distilled off, added water and extracted with ethyl acetate. The crude solid (0.14 g, 90%) was used as such for the next step. The reactants are Cl.Cl.NCCC=1N(N=C2C(=NC=3C=CC=CC3C21)N)C (1-(2-aminoethyl)-2-methyl-2H-pyrazolo[3,4-c]quinolin-4-amine dihydrochloride). Reagents/catalysts: [Pt](=O)=O (platinum (IV) oxide). Solvent: FC(C(=O)O)(F)F (trifluoroacetic acid), C(Cl)(Cl)Cl (chloroform), CO (methanol). Conditions: time 24 hour. Yields the product NCCC=1N(N=C2C(=NC=3CCCCC3C21)N)C (1-(2-aminoethyl)-2-methyl-6,7,8,9-tetrahydro-2H-pyrazolo[3,4-c]quinolin-4-amine). Isolated yield 90.8%. Reaction SMILES: Cl.Cl.[NH2:3][CH2:4][CH2:5][C:6]1[N:7]([CH3:20])[N:8]=[C:9]2[C:18]=1[C:17]1[CH:16]=[CH:15][CH:14]=[CH:13][C:12]=1[N:11]=[C:10]2[NH2:19]>FC(F)(F)C(O)=O.C(Cl)(Cl)Cl.CO.[Pt](=O)=O>[NH2:3][CH2:4][CH2:5][C:6]1[N:7]([CH3:20])[N:8]=[C:9]2[C:18]=1[C:17]1[CH2:16][CH2:15][CH2:14][CH2:13][C:12]=1[N:11]=[C:10]2[NH2:19] |f:0.1.2|. Procedure details: A solution of 1-(2-aminoethyl)-2-methyl-2H-pyrazolo[3,4-c]quinolin-4-amine dihydrochloride (7.20 g, 22.9 mmol) in trifluoroacetic acid (75 mL) was treated with platinum (IV) oxide (7.0 g) and shaken under hydrogen pressure (50 psi, 3.4×105 Pa) for 24 hours on a Parr apparatus. The reaction mixture was diluted with chloroform (50 mL) and methanol (25 mL) and filtered through a layer of CELITE filter agent. The filtrate was concentrated under reduced pressure. The residue was suspended in concentr... Reactants: ( A ), C1(CCC1)N1CCN(CC1)C=1C=C2C(N(C=NC2=CC1)C=1C=C(C(=O)O)C=CC1C)=O (3-[6-[4-(cyclobutyl)piperazin-1-yl]-4-oxoquinazolin-3(4H)-yl]-4-methylbenzoic acid), NC1=NOC=C1 (3-aminoisoxazole). Product: C1(CCC1)N1CCN(CC1)C=1C=C2C(N(C=NC2=CC1)C=1C=C(C(=O)NC2=NOC=C2)C=CC1C)=O (3-[6-[4-(cyclobutyl)piperazin-1-yl]-4-oxoquinazolin-3(4H)-yl]-N-isoxazol-3-yl-4-methylbenzamide). RXN SMILES: [CH:1]1([N:5]2[CH2:10][CH2:9][N:8]([C:11]3[CH:12]=[C:13]4[C:18](=[CH:19][CH:20]=3)[N:17]=[CH:16][N:15]([C:21]3[CH:22]=[C:23]([CH:27]=[CH:28][C:29]=3[CH3:30])[C:24]([OH:26])=O)[C:14]4=[O:31])[CH2:7][CH2:6]2)[CH2:4][CH2:3][CH2:2]1.[NH2:32][C:33]1[CH:37]=[CH:36][O:35][N:34]=1>>[CH:1]1([N:5]2[CH2:6][CH2:7][N:8]([C:11]3[CH:12]=[C:13]4[C:18](=[CH:19][CH:20]=3)[N:17]=[CH:16][N:15]([C:21]3[CH:22]=[C:23]([CH:27]=[CH:28][C:29]=3[CH3:30])[C:24]([NH:32][C:33]3[CH:37]=[CH:36][O:35][N:34]=3)=[O:26])[C:14]4=[O:31])[CH2:9][CH2:10]2)[CH2:4][CH2:3][CH2:2]1. Procedure details: Using an analogous procedure to that described paragraph (A) in the portion of Example 4, 3-[6-[4-(cyclobutyl)piperazin-1-yl]-4-oxoquinazolin-3(4H)-yl]-4-methylbenzoic acid was reacted with 3-aminoisoxazole to give 3-[6-[4-(cyclobutyl)piperazin-1-yl]-4-oxoquinazolin-3(4H)-yl]-N-isoxazol-3-yl-4-methylbenzamide; NMR Spectrum: (DMSOd6) 1.74 (m, 2H), 1.96 (m, 2H), 2.07 (m, 2H), 2.28 (s, 3H), 2.55 (m, 4H), 2.83 (m, 1H), 3.39 (m, 4H), 7.20 (s, 1H), 7.46 (m, 1H), 7.53 (d, 1H), 7.67 (m, 2H), 7.85 (s, 1H... Reactants: CC(=O)OCc1c(B2OC(C)(C)C(C)(C)O2)cccc1-n1ncc2cc(C(C)(C)C)cc(F)c2c1=O, COC1CN(Cc2ccc(Nc3cc(Cl)nn(C)c3=O)nc2)C1, [K+], [K+], [K+], O=P([O-])([O-])[O-]. The product is COC1CN(Cc2ccc(Nc3cc(-c4cccc(-n5ncc6cc(C(C)(C)C)cc(F)c6c5=O)c4COC(C)=O)nn(C)c3=O)nc2)C1. Reaction SMILES: [C:24]([CH3:25])([CH3:26])([CH3:27])[c:28]1[cH:29][c:30]2[cH:31][n:32][n:33](-[c:40]3[c:41]([CH2:42][O:43][C:44]([CH3:45])=[O:46])[c:47]([B:51]4[O:52][C:53]([CH3:54])([CH3:55])[C:56]([CH3:57])([CH3:58])[O:59]4)[cH:48][cH:49][cH:50]3)[c:34](=[O:39])[c:35]2[c:36]([F:38])[cH:37]1.[Cl:1][c:2]1[cH:3][c:4]([NH:10][c:11]2[n:12][cH:13][c:14]([CH2:17][N:18]3[CH2:19][CH:20]([O:22][CH3:23])[CH2:21]3)[cH:15][cH:16]2)[c:5](=[O:9])[n:6]([CH3:8])[n:7]1.[K+:65].[K+:66].[K+:67].[P:60]([O-:61])([O-:62])([O-:63])=[O:64]>>[c:2]1(-[c:47]2[c:41]([CH2:42][O:43][C:44]([CH3:45])=[O:46])[c:40](-[n:33]3[n:32][cH:31][c:30]4[cH:29][c:28]([C:24]([CH3:25])([CH3:26])[CH3:27])[cH:37][c:36]([F:38])[c:35]4[c:34]3=[O:39])[cH:50][cH:49][cH:48]2)[cH:3][c:4]([NH:10][c:11]2[n:12][cH:13][c:14]([CH2:17][N:18]3[CH2:19][CH:20]([O:22][CH3:23])[CH2:21]3)[cH:15][cH:16]2)[c:5](=[O:9])[n:6]([CH3:8])[n:7]1. The reactants are C(C)OC(=O)N1CC2=C(N(C=3C(=CC=CC23)NC2=CC=C(C=C2)C)C)CC1 (Ethyl-5-methyl-6-(4-toluidino)-1,3,4,5-tetrahydro-2H-pyrido[4,3-b]indole-2-carboxylate), [H-].[H-].[H-].[H-].[Li+].[Al+3] (LAH). Solvent: C1CCOC1 (THF). Reaction conditions: time 10 minute. Product: CN1CC2=C(N(C3=C(C=CC=C23)NC2=CC=C(C=C2)C)C)CC1 (2,5-dimethyl-N-(4-methylphenyl)-2,3,4,5-tetrahydro-1H-pyrido[4,3-b]indol-6-amine). Yield: 23.0%. RXN SMILES: C(O[C:4]([N:6]1[CH2:27][CH2:26][C:9]2[N:10]([CH3:25])[C:11]3[C:12]([NH:17][C:18]4[CH:23]=[CH:22][C:21]([CH3:24])=[CH:20][CH:19]=4)=[CH:13][CH:14]=[CH:15][C:16]=3[C:8]=2[CH2:7]1)=O)C.[H-].[H-].[H-].[H-].[Li+].[Al+3]>C1COCC1>[CH3:4][N:6]1[CH2:27][CH2:26][C:9]2[N:10]([CH3:25])[C:11]3[C:16]([C:8]=2[CH2:7]1)=[CH:15][CH:14]=[CH:13][C:12]=3[NH:17][C:18]1[CH:23]=[CH:22][C:21]([CH3:24])=[CH:20][CH:19]=1 |f:1.2.3.4.5.6|. Procedure details: Ethyl-5-methyl-6-(4-toluidino)-1,3,4,5-tetrahydro-2H-pyrido[4,3-b]indole-2-carboxylate (73 mg, 0.214 mmol) was dissolved in anhydrous THF (1 mL) under N2 and LAH (1M in THF, 0.42 mmol) was added slowly. The reaction was brought to reflux for 2 hours. The reaction was quenched by the addition of water (16 μL), 15% aq. NaOH (16 μL) and then water (49 μL). The reaction was allowed to stir for 10 minutes between each addition. The aluminum salts were removed by filtration. The filtrate was evaporate... Reactants: OC1=C(C=CC=C1)NC(C1=CC=C(C=C1)C(C)(C)C)=O (N-(2-hydroxyphenyl)-4-tert-butylbenzamide), C(C1=CC=C(C=C1)OC)(=O)Cl (p-anisoyl chloride). Product: COC1=CC=C(C(=O)OC2=C(C=CC=C2)NC(C2=CC=C(C=C2)C(C)(C)C)=O)C=C1 (N-[2-(4-Methoxybenzoyloxy)phenyl]-4-tert-butylbenzamide). The yield is 61.0%. As a reaction SMILES: [OH:1][C:2]1[CH:7]=[CH:6][CH:5]=[CH:4][C:3]=1[NH:8][C:9](=[O:20])[C:10]1[CH:15]=[CH:14][C:13]([C:16]([CH3:19])([CH3:18])[CH3:17])=[CH:12][CH:11]=1.[C:21](Cl)(=[O:30])[C:22]1[CH:27]=[CH:26][C:25]([O:28][CH3:29])=[CH:24][CH:23]=1>>[CH3:29][O:28][C:25]1[CH:26]=[CH:27][C:22]([C:21]([O:1][C:2]2[CH:7]=[CH:6][CH:5]=[CH:4][C:3]=2[NH:8][C:9](=[O:20])[C:10]2[CH:15]=[CH:14][C:13]([C:16]([CH3:17])([CH3:19])[CH3:18])=[CH:12][CH:11]=2)=[O:30])=[CH:23][CH:24]=1. Reported procedure: Using the procedure described in Example 149, Part B, N-(2-hydroxyphenyl)-4-tert-butylbenzamide (2.00 mmol) was reacted with p-anisoyl chloride to yield 494 mg (61%) of the title compound as a crystalline solid. Starting materials: C(C)(C)(C)OC([C@@H](NS(=O)(=O)C1=CC=C2C(=CN=C(C2=C1)NC(=N)N)Cl)CC1=CC=CC=C1)=O (N-[(4-Chloro-1-guanidino-7-isoquinolinyl)sulphonyl]-L-phenylalanine t-butyl ester), C(F)(F)(F)C(=O)O (CF3CO2H). The solvent is C(Cl)Cl (CH2Cl2), C1(=CC=CC=C1)C (PhMe). Conditions: time 2.5 hour. The product is FC(C(=O)O)(F)F.ClC1=CN=C(C2=CC(=CC=C12)S(=O)(=O)N[C@@H](CC1=CC=CC=C1)C(=O)O)NC(=N)N (N-[(4-chloro-1-guanidino-7-isoquinolinyl)sulphonyl]-L-phenylalanine trifluoroacetate). Reaction SMILES: C([O:5][C:6](=[O:34])[C@H:7]([CH2:27][C:28]1[CH:33]=[CH:32][CH:31]=[CH:30][CH:29]=1)[NH:8][S:9]([C:12]1[CH:21]=[C:20]2[C:15]([C:16]([Cl:26])=[CH:17][N:18]=[C:19]2[NH:22][C:23]([NH2:25])=[NH:24])=[CH:14][CH:13]=1)(=[O:11])=[O:10])(C)(C)C.[C:35]([C:39]([OH:41])=[O:40])([F:38])([F:37])[F:36]>C(Cl)Cl.C1(C)C=CC=CC=1>[F:36][C:35]([F:38])([F:37])[C:39]([OH:41])=[O:40].[Cl:26][C:16]1[C:15]2[C:20](=[CH:21][C:12]([S:9]([NH:8][C@H:7]([C:6]([OH:34])=[O:5])[CH2:27][C:28]3[CH:33]=[CH:32][CH:31]=[CH:30][CH:29]=3)(=[O:10])=[O:11])=[CH:13][CH:14]=2)[C:19]([NH:22][C:23]([NH2:25])=[NH:24])=[N:18][CH:17]=1 |f:4.5|. Reported procedure: N-[(4-Chloro-1-guanidino-7-isoquinolinyl)sulphonyl]-L-phenylalanine t-butyl ester (30 mg, 0.060 mmol) was dissolved in CF3CO2H (2.5 mL) and the mixture stirred at room temperature for 2.5 h. The mixture was diluted with CH2Cl2 and PhMe, concentrated in vacuo, azeotroping with PhMe, and the residue triturated with Et2O to give N-[(4-chloro-1-guanidino-7-isoquinolinyl)sulphonyl]-L-phenylalanine trifluoroacetate (24.4 mg, 0.42 mmol) as a white solid.